Dataset: the Open Reaction Database (ORD), a public repository of structured organic reaction records. Task: describe an organic reaction: reactants, conditions, products, and yield The product is COC(=O)C(N)Cc1ccc(-c2ccccc2OC)cc1, Cl. As a reaction SMILES: [CH3:2][O:3][C:4]([CH:5]([CH2:6][c:7]1[cH:8][cH:9][c:10](-[c:13]2[c:14]([O:19][CH3:20])[cH:15][cH:16][cH:17][cH:18]2)[cH:11][cH:12]1)[NH:21][C:22]([O:23][C:24]([CH3:25])([CH3:26])[CH3:27])=[O:28])=[O:29].[ClH:1].[O:30]1[CH2:31][CH2:32][O:33][CH2:34][CH2:35]1>>[CH3:2][O:3][C:4]([CH:5]([CH2:6][c:7]1[cH:8][cH:9][c:10](-[c:13]2[c:14]([O:19][CH3:20])[cH:15][cH:16][cH:17][cH:18]2)[cH:11][cH:12]1)[NH2:21])=[O:29].[ClH:1]. The reactants are COC(=O)C(Cc1ccc(-c2ccccc2OC)cc1)NC(=O)OC(C)(C)C, Cl, C1COCCO1. Reactants: CCOC(C)=O, CN(C)C=O, N#Cc1ccccc1F, [H-], [Na+], c1c[nH]cn1. The product is N#Cc1ccccc1-n1ccnc1. As a reaction SMILES: [CH3:17][CH2:18][O:19][C:20](=[O:21])[CH3:22].[CH3:23][N:24]([CH3:25])[CH:26]=[O:27].[F:8][c:9]1[c:10]([C:11]#[N:12])[cH:13][cH:14][cH:15][cH:16]1.[H-:6].[Na+:7].[nH:1]1[cH:2][n:3][cH:4][cH:5]1>>[n:1]1(-[c:9]2[c:10]([C:11]#[N:12])[cH:13][cH:14][cH:15][cH:16]2)[cH:2][n:3][cH:4][cH:5]1.